The task is: describe an organic reaction: reactants, conditions, products, and yield. This data is from the Open Reaction Database (ORD), a public repository of structured organic reaction records. Starting materials: [Br-], C1CCOC1, C[Mg+], CON(C)C(=O)c1ccc(C(F)(F)F)c(C)c1, CCOCC, CCOC(C)=O, Cl. The product is CC(=O)c1ccc(C(F)(F)F)c(C)c1. RXN SMILES: [Br-:18].[CH2:27]1[O:28][CH2:29][CH2:30][CH2:31]1.[CH3:19][Mg+:20].[CH3:1][O:2][N:3]([C:4]([c:5]1[cH:6][c:7]([CH3:15])[c:8]([C:11]([F:12])([F:13])[F:14])[cH:9][cH:10]1)=[O:16])[CH3:17].[CH3:21][CH2:22][O:23][CH2:24][CH3:25].[CH3:32][CH2:33][O:34][C:35]([CH3:36])=[O:37].[ClH:26]>>[C:4]([c:5]1[cH:6][c:7]([CH3:15])[c:8]([C:11]([F:12])([F:13])[F:14])[cH:9][cH:10]1)(=[O:16])[CH3:21]. The reactants are COCCN(CC1CC1C)c1cc(-c2nnc(C(C)(Cc3ccccc3)NC(=O)OC(C)(C)C)o2)c(Cl)c(N(Cc2ccccn2)S(C)(=O)=O)n1, ClCCl, O=C(O)C(F)(F)F. Yields the product COCCN(CC1CC1C)c1cc(-c2nnc(C(C)(N)Cc3ccccc3)o2)c(Cl)c(N(Cc2ccccn2)S(C)(=O)=O)n1. As a reaction SMILES: [Cl:1][c:2]1[c:3]([N:40]([CH2:41][c:42]2[n:43][cH:44][cH:45][cH:46][cH:47]2)[S:48](=[O:49])(=[O:50])[CH3:51])[n:4][c:5]([N:30]([CH2:31][CH:32]2[CH:33]([CH3:35])[CH2:34]2)[CH2:36][CH2:37][O:38][CH3:39])[cH:6][c:7]1-[c:8]1[n:9][n:10][c:11]([C:13]([CH2:14][c:15]2[cH:16][cH:17][cH:18][cH:19][cH:20]2)([CH3:21])[NH:22][C:23](=[O:24])[O:25][C:26]([CH3:27])([CH3:28])[CH3:29])[o:12]1.[Cl:59][CH2:60][Cl:61].[F:52][C:53]([F:54])([F:55])[C:56]([OH:57])=[O:58]>>[Cl:1][c:2]1[c:3]([N:40]([CH2:41][c:42]2[n:43][cH:44][cH:45][cH:46][cH:47]2)[S:48](=[O:49])(=[O:50])[CH3:51])[n:4][c:5]([N:30]([CH2:31][CH:32]2[CH:33]([CH3:35])[CH2:34]2)[CH2:36][CH2:37][O:38][CH3:39])[cH:6][c:7]1-[c:8]1[n:9][n:10][c:11]([C:13]([CH2:14][c:15]2[cH:16][cH:17][cH:18][cH:19][cH:20]2)([CH3:21])[NH2:22])[o:12]1. Reactants: C(CC)C1=C(C=2N(C(=N1)C)C(NN2)=O)CC2=CC=C(C=C2)C2=C(C=CC=C2)C#N (7-n-propyl-5-methyl-8-[(2'-cyano-4-biphenylyl)methyl]-1,2,4-triazolo[4,3-c]pyrimidin-3(2H)-one), C[Sn](C)(C)N=[N+]=[N-] (trimethyltin azide). The solvent is C1(=CC=CC=C1)C (toluene). Reaction conditions: time 8 hour. Yields the product C(CC)C1=C(C=2N(C(=N1)C)C=NN2)CC2=CC=C(C=C2)C2=C(C=CC=C2)C2=NN=NN2 (7-n-propyl-5-methyl-8-{[2'-(5-tetrazolyl)-4-biphenylyl]methyl}-1,2,4-triazolo[4,3-c]pyrimidin). The yield is 35.0%. As a reaction SMILES: [CH2:1]([C:4]1[N:9]=[C:8]([CH3:10])[N:7]2[C:11](=O)[NH:12][N:13]=[C:6]2[C:5]=1[CH2:15][C:16]1[CH:21]=[CH:20][C:19]([C:22]2[CH:27]=[CH:26][CH:25]=[CH:24][C:23]=2[C:28]#[N:29])=[CH:18][CH:17]=1)[CH2:2][CH3:3].C[Sn]([N:34]=[N+:35]=[N-:36])(C)C>C1(C)C=CC=CC=1>[CH2:1]([C:4]1[N:9]=[C:8]([CH3:10])[N:7]2[CH:11]=[N:12][N:13]=[C:6]2[C:5]=1[CH2:15][C:16]1[CH:21]=[CH:20][C:19]([C:22]2[CH:27]=[CH:26][CH:25]=[CH:24][C:23]=2[C:28]2[NH:29][N:36]=[N:35][N:34]=2)=[CH:18][CH:17]=1)[CH2:2][CH3:3]. Procedure: 4 g of 7-n-propyl-5-methyl-8-[(2'-cyano-4-biphenylyl)methyl]-1,2,4-triazolo[4,3-c]pyrimidin-3(2H)-one, prepared in Example 15, are dissolved in 100 ml of toluene. 2.8 g of trimethyltin azide are added and the mixture is heated to reflux for 24 hours. The crystals formed are drained in the heated state and washed with ether, then suspended in 100 ml of tetrahydrofuran. Hydrogen chloride gas is bubbled into the mixture and, after the reactants have passed completely into solution, a precipitate ap... Starting materials: CS(=O)(=O)OC1=CC(=CC=C1)C=1OC(=C(N1)COC1=C(C=C(C=C1)COC1=NN(C=C1C=O)C1=CC=CC=C1)OC)C (3-{4-[(4-{[(4-formyl-1-phenyl-1H-pyrazol-3-yl)oxy]methyl}-2-methoxyphenoxy)methyl]-5-methyl-1,3-oxazol-2-yl}phenyl methanesulfonate), C(P(OCC)(OCC)=O)P(OCC)(OCC)=O (tetraethyl methylenediphosphonate), CN(C=O)C (N,N-dimethylformamide), [H-].[Na+] (sodium hydride). Run in O (Water). Reaction conditions: time 15 hour. Yields the product OC=1C=C(C=CC1)C=1OC(=C(N1)COC1=C(C=C(COC2=NN(C=C2/C=C/P(OCC)(OCC)=O)C2=CC=CC=C2)C=C1)OC)C (diethyl (E)-2-{3-[(4-{[2-(3-hydroxyphenyl)-5-methyl-1,3-oxazol-4-yl]methoxy}-3-methoxybenzyl)oxy]-1-phenyl-1H-pyrazol-4-yl}ethenylphosphonate). The yield is 15.2%. Reaction SMILES: CS([O:5][C:6]1[CH:11]=[CH:10][CH:9]=[C:8]([C:12]2[O:13][C:14]([CH3:42])=[C:15]([CH2:17][O:18][C:19]3[CH:24]=[CH:23][C:22]([CH2:25][O:26][C:27]4[C:31]([CH:32]=O)=[CH:30][N:29]([C:34]5[CH:39]=[CH:38][CH:37]=[CH:36][CH:35]=5)[N:28]=4)=[CH:21][C:20]=3[O:40][CH3:41])[N:16]=2)[CH:7]=1)(=O)=O.[CH2:43]([P:52](=[O:59])([O:56][CH2:57][CH3:58])[O:53][CH2:54][CH3:55])P(=O)(OCC)OCC.CN(C)C=O.[H-].[Na+]>O>[OH:5][C:6]1[CH:7]=[C:8]([C:12]2[O:13][C:14]([CH3:42])=[C:15]([CH2:17][O:18][C:19]3[CH:24]=[CH:23][C:22]([CH2:25][O:26][C:27]4[C:31](/[CH:32]=[CH:43]/[P:52](=[O:59])([O:53][CH2:54][CH3:55])[O:56][CH2:57][CH3:58])=[CH:30][N:29]([C:34]5[CH:35]=[CH:36][CH:37]=[CH:38][CH:39]=5)[N:28]=4)=[CH:21][C:20]=3[O:40][CH3:41])[N:16]=2)[CH:9]=[CH:10][CH:11]=1 |f:3.4|. Procedure details: To a mixture of 3-{4-[(4-{[(4-formyl-1-phenyl-1H-pyrazol-3-yl)oxy]methyl}-2-methoxyphenoxy)methyl]-5-methyl-1,3-oxazol-2-yl}phenyl methanesulfonate (0.30 g), tetraethyl methylenediphosphonate (0.16 g) and N,N-dimethylformamide (10 mL) was added sodium hydride (60% in oil, 0.025 g) at room temperature, and the mixture was stirred at the same temperature for 15 hrs. Water was poured into the reaction mixture, and the mixture was extracted with ethyl acetate. The organic layer was washed with satur... The reactants are CCc1cc2c([nH]c1=O)c(C)cc1cc(CBr)oc12, CN(C)C=O, [N-]=[N+]=[N-], [Na+]. Product: CCc1cc2c([nH]c1=O)c(C)cc1cc(CN=[N+]=[N-])oc12. Reaction SMILES: [Br:1][CH2:2][c:3]1[cH:4][c:5]2[c:6]([c:7]3[cH:8][c:9]([CH2:17][CH3:18])[c:10](=[O:16])[nH:11][c:12]3[c:13]([CH3:15])[cH:14]2)[o:19]1.[CH3:24][N:25]([CH3:26])[CH:27]=[O:28].[N-:21]=[N+:22]=[N-:23].[Na+:20]>>[CH2:2]([c:3]1[cH:4][c:5]2[c:6]([c:7]3[cH:8][c:9]([CH2:17][CH3:18])[c:10](=[O:16])[nH:11][c:12]3[c:13]([CH3:15])[cH:14]2)[o:19]1)[N:21]=[N+:22]=[N-:23]. Starting materials: Cc1ccccc1, O=C(Cl)c1ccc(F)cc1, COc1cc2c(cc1OC)C1CC(N)CCN1CC2, [Na+], [OH-]. Yields the product Cl, COc1cc2c(cc1OC)C1CC(NC(=O)c3ccc(F)cc3)CCN1CC2. RXN SMILES: [CH3:30][c:31]1[cH:32][cH:33][cH:34][cH:35][cH:36]1.[F:20][c:21]1[cH:22][cH:23][c:24]([C:25](=[O:26])[Cl:27])[cH:28][cH:29]1.[NH2:1][CH:2]1[CH2:3][CH2:4][N:5]2[CH2:6][CH2:7][c:8]3[c:9]([cH:12][c:13]([O:18][CH3:19])[c:14]([O:16][CH3:17])[cH:15]3)[CH:10]2[CH2:11]1.[Na+:38].[OH-:37]>>[ClH:27].[NH:1]([CH:2]1[CH2:3][CH2:4][N:5]2[CH2:6][CH2:7][c:8]3[c:9]([cH:12][c:13]([O:18][CH3:19])[c:14]([O:16][CH3:17])[cH:15]3)[CH:10]2[CH2:11]1)[C:25]([c:24]1[cH:23][cH:22][c:21]([F:20])[cH:29][cH:28]1)=[O:26].